describe an organic reaction: reactants, conditions, products, and yield From a dataset of the Open Reaction Database (ORD), a public repository of structured organic reaction records. The product is OCCCCCCOc1ccc(OCc2ccccc2)cc1. Reaction SMILES: [CH2:1]([c:2]1[cH:3][cH:4][cH:5][cH:6][cH:7]1)[O:8][c:9]1[cH:10][cH:11][c:12]([OH:15])[cH:13][cH:14]1.[CH3:16][O-:17].[CH3:29][N:30]([CH3:31])[CH:32]=[O:33].[CH3:34][OH:35].[Cl:21][CH2:22][CH2:23][CH2:24][CH2:25][CH2:26][CH2:27][OH:28].[I-:20].[Na+:18].[Na+:19]>>[CH2:1]([c:2]1[cH:3][cH:4][cH:5][cH:6][cH:7]1)[O:8][c:9]1[cH:10][cH:11][c:12]([O:15][CH2:22][CH2:23][CH2:24][CH2:25][CH2:26][CH2:27][OH:28])[cH:13][cH:14]1. Starting materials: Oc1ccc(OCc2ccccc2)cc1, C[O-], CN(C)C=O, CO, OCCCCCCCl, [I-], [Na+], [Na+]. The reactants are OCC[C@H]1[C@H](C1)C1CCN(CC1)C(=O)OCC1=CC=CC=C1 (Benzyl 4-((1R,2S)-2-(2-hydroxyethyl)cyclopropyl)piperidine-1-carboxylate), [H][H] (hydrogen). The reagents and catalysts are [Pd] (Pd/C). The solvent is CCOC(=O)C.CO (EtOAc MeOH). Conditions: time 1 hour. The product is N1CCC(CC1)[C@@H]1[C@@H](C1)CCO (2-((1S,2R)-2-(piperidin-4-yl)cyclopropyl)ethanol). As a reaction SMILES: [OH:1][CH2:2][CH2:3][C@@H:4]1[CH2:6][C@@H:5]1[CH:7]1[CH2:12][CH2:11][N:10](C(OCC2C=CC=CC=2)=O)[CH2:9][CH2:8]1.[H][H]>CCOC(C)=O.CO.[Pd]>[NH:10]1[CH2:11][CH2:12][CH:7]([C@H:5]2[CH2:6][C@H:4]2[CH2:3][CH2:2][OH:1])[CH2:8][CH2:9]1 |f:2.3|. Reported procedure: Benzyl 4-((1R,2S)-2-(2-hydroxyethyl)cyclopropyl)piperidine-1-carboxylate (10 g, 33 mmol) was dissolved in 100 mL of EtOAc/MeOH (1:1 v/v), to which was added 1 g of 5% Pd/C and apply hydrogen balloon. After stirring at rt for 1 h, the reaction mixture was filtered through Celite to give the product that was used in the next step without further purification. Rf was 0 @ 50% EtOAc in hexanes (blue spot on CAM stain). Reactants: CCOC(=O)CNC(=O)c1cc(C(=O)c2ccc(OCC(C)C)cc2OCC(C)C)ccc1OCC(C)C, CCO, CCOC(C)=O, Cl, [Na+], [OH-], O. The product is CC(C)COc1ccc(C(=O)c2ccc(OCC(C)C)c(C(=O)NCC(=O)O)c2)c(OCC(C)C)c1. RXN SMILES: [CH2:1]([CH:2]([CH3:3])[CH3:4])[O:5][c:6]1[c:7]([C:8](=[O:9])[c:10]2[cH:11][cH:12][c:13]([O:25][CH2:26][CH:27]([CH3:28])[CH3:29])[c:14]([C:15](=[O:16])[NH:17][CH2:18][C:19](=[O:20])[O:21][CH2:22][CH3:23])[cH:24]2)[cH:30][cH:31][c:32]([O:34][CH2:35][CH:36]([CH3:37])[CH3:38])[cH:33]1.[CH3:43][CH2:44][OH:45].[CH3:46][CH2:47][O:48][C:49](=[O:50])[CH3:51].[ClH:42].[Na+:40].[OH-:39].[OH2:41]>>[CH2:1]([CH:2]([CH3:3])[CH3:4])[O:5][c:6]1[c:7]([C:8](=[O:9])[c:10]2[cH:11][cH:12][c:13]([O:25][CH2:26][CH:27]([CH3:28])[CH3:29])[c:14]([C:15](=[O:16])[NH:17][CH2:18][C:19](=[O:20])[OH:21])[cH:24]2)[cH:30][cH:31][c:32]([O:34][CH2:35][CH:36]([CH3:37])[CH3:38])[cH:33]1. Reactants: FC(S(=O)(=O)O)(F)F (trifluoromethane sulphonic acid), N1=CC=C(C=C1)CCC1=CNC2=CC=CC=C12 (3-(2-pyridin-4-ylethyl)-1H-indole), CN(C1(CCC(CC1)=O)C=1SC=CC1)C (4-(dimethylamino)-4-(thiophen-2-yl)cyclohexanone). Solvent: ClCCl (dichloromethane). Reaction conditions: time 64 hour. The product is CN(C1(CCC(CC1)(C=1NC2=CC=CC=C2C1CCC1=CC=NC=C1)C=1NC2=CC=CC=C2C1CCC1=CC=NC=C1)C=1SC=CC1)C (N,N-dimethyl-4,4-bis(3-(2-(pyridin-4-yl)ethyl)-1H-indol-2-yl)-1-(thiophen-2-yl)cyclohexanamine). Reaction SMILES: [N:1]1[CH:6]=[CH:5][C:4]([CH2:7][CH2:8][C:9]2[C:17]3[C:12](=[CH:13][CH:14]=[CH:15][CH:16]=3)[NH:11][CH:10]=2)=[CH:3][CH:2]=1.[CH3:18][N:19]([CH3:32])[C:20]1([C:27]2[S:28][CH:29]=[CH:30][CH:31]=2)[CH2:25][CH2:24][C:23](=O)[CH2:22][CH2:21]1.FC(F)(F)S(O)(=O)=O>ClCCl>[CH3:18][N:19]([CH3:32])[C:20]1([C:27]2[S:28][CH:29]=[CH:30][CH:31]=2)[CH2:25][CH2:24][C:23]([C:10]2[NH:11][C:12]3[C:17]([C:9]=2[CH2:8][CH2:7][C:4]2[CH:3]=[CH:2][N:1]=[CH:6][CH:5]=2)=[CH:16][CH:15]=[CH:14][CH:13]=3)([C:10]2[NH:11][C:12]3[C:17]([C:9]=2[CH2:8][CH2:7][C:4]2[CH:5]=[CH:6][N:1]=[CH:2][CH:3]=2)=[CH:16][CH:15]=[CH:14][CH:13]=3)[CH2:22][CH2:21]1. Reported procedure: 3-(2-pyridin-4-ylethyl)-1H-indole (667 mg, 3 mmol, synthesis cf. WO2008009415, indole unit Ind-14) together with 4-(dimethylamino)-4-(thiophen-2-yl)cyclohexanone (671 mg, 3 mmol, synthesis cf. WO2008009415, ketone unit Ket-12) was dissolved in abs. dichloromethane (45 ml) and mixed with trifluoromethane sulphonic acid (0.660 ml, 7.43 mmol). The batch was stirred for 64 h at RT, and a brown oil separated out. For work up the reaction solution was mixed with 1N NaOH (30 ml) and methanol (10 ml). T... Starting materials: CCOC(C)=O, O=S(=O)(Cl)c1ccc(-c2ccc(Cl)s2)s1, ClCCl, Cl, N#Cc1cccc(CN2CCC(N)C2=O)c1. The product is N#Cc1cccc(CN2CCC(NS(=O)(=O)c3ccc(-c4ccc(Cl)s4)s3)C2=O)c1. RXN SMILES: [CH3:33][CH2:34][O:35][C:36]([CH3:37])=[O:38].[Cl:18][c:19]1[cH:20][cH:21][c:22](-[c:24]2[s:25][c:26]([S:29](=[O:30])(=[O:31])[Cl:32])[cH:27][cH:28]2)[s:23]1.[Cl:39][CH2:40][Cl:41].[ClH:1].[NH2:2][CH:3]1[C:4](=[O:17])[N:5]([CH2:8][c:9]2[cH:10][c:11]([C:12]#[N:13])[cH:14][cH:15][cH:16]2)[CH2:6][CH2:7]1>>[NH:2]([CH:3]1[C:4](=[O:17])[N:5]([CH2:8][c:9]2[cH:10][c:11]([C:12]#[N:13])[cH:14][cH:15][cH:16]2)[CH2:6][CH2:7]1)[S:29]([c:26]1[s:25][c:24](-[c:22]2[cH:21][cH:20][c:19]([Cl:18])[s:23]2)[cH:28][cH:27]1)(=[O:30])=[O:31]. The reactants are O (water), Cl.Cl.CNC1(CC1)CCC=1C=NC=CC1 (N-Methyl-1-[2-(3-pyridyl)ethyl]cyclopropanamine dihydrochloride), C([O-])([O-])=O.[Na+].[Na+] (sodium carbonate), [OH-].[Na+] (sodium hydroxide). Run in CCOCC (ether), O1CCOCC1 (dioxane), CCOCC (ether). Run at temperature 50 celsius, time 20 hour. Yields the product Cl.CN(C1(CC1)CCC=1C=NC=CC1)C (N,N-Dimethyl-1-[2-(3-pyridyl)ethyl]cyclopropanamine hydrochloride). As a reaction SMILES: [ClH:1].Cl.[CH3:3][NH:4][C:5]1([CH2:8][CH2:9][C:10]2[CH:11]=[N:12][CH:13]=[CH:14][CH:15]=2)[CH2:7][CH2:6]1.O.[OH-].[Na+].[C:19](=O)([O-])[O-].[Na+].[Na+]>CCOCC.O1CCOCC1>[ClH:1].[CH3:3][N:4]([CH3:19])[C:5]1([CH2:8][CH2:9][C:10]2[CH:11]=[N:12][CH:13]=[CH:14][CH:15]=2)[CH2:7][CH2:6]1 |f:0.1.2,4.5,6.7.8,11.12|. Procedure details: 1.5 g of the compound of Example 30 are dissolved in 10% aqueous sodium carbonate solution; the mixture is then extracted with ether, dried over sodium sulphate and concentrated to dryness. 1.17 ml of formol and 1.43 g of formic acid at 5° C. are then added to the residue obtained, followed by 0.15 ml of water. The mixture is heated at reflux for 5 hours, cooled to 50° C. and then made alkaline by the addition of 4N sodium hydroxide solution. Extraction with ether, followed by evaporation of the... Reactants: powder, Cl.NC1=NC=NC(=C1)N (4,6-diamino-pyrimidine hydrochloride), Cl (HCl), Cl.NC1=NC=NC(=C1)N (4, 6-diamino-pyrimidine hydrochloride), N(=O)[O-].[Na+] (NaNO2), C(=O)(O)[O-].[Na+] (NaHCO3). The solvent is O (H2O). Conditions: temperature 0 celsius, time 30 minute. Product: NC1=NC=NC(=C1N=O)N (4, 6-diamino-5-nitroso-pyrimidine), blue-violet crystal. Yield: 82.0%. As a reaction SMILES: Cl.Cl.[NH2:3][C:4]1[CH:9]=[C:8]([NH2:10])[N:7]=[CH:6][N:5]=1.[N:11]([O-])=[O:12].[Na+].C([O-])(O)=O.[Na+]>O>[NH2:3][C:4]1[C:9]([N:11]=[O:12])=[C:8]([NH2:10])[N:7]=[CH:6][N:5]=1 |f:1.2,3.4,5.6|. Procedure: To 250 mL of 2N HCl was added 8.0 g (55 mmoles) of 4,6-diaminopyrimidine hydrochloride (34). The 4,6-diamino-pyrimidine hydrochloride was allowed to dissolve. The solution was then cooled to 0° C. and a solution of 4.2 g (61 mmoles) of NaNO2 dissolved in 15 mL of H2O was added dropwise within 20 minutes while stirring. Stirring was continued for another 30 minutes at 0° and then 2 hours at room temperature. The violet solution was neutralized by NaHCO3, the precipitate collected, washed with H2O... Reactants: C(C)N(C(=O)N[C@@H]1CN([C@@H]2CC3=CNC4=CC=C(C([C@H]2C1)=C34)SC)C)CC (1,1-diethyl-3-(6-methyl-12-methylthio-8α-ergolinyl)urea), P(=O)(Cl)(Cl)Cl (phosphorus oxychloride), C(C)OC(=S)[S-].[K+] (potassium ethylxanthate). Run in C(Cl)Cl (methylene chloride). Conditions: time 8 hour. Product: C(C)N(C(=S)N[C@@H]1CN([C@@H]2CC3=CNC4=CC=C(C([C@H]2C1)=C34)SC)C)CC (1,1-Diethyl-3-(6-methyl-12-methylthio-8α-ergolinyl)thiourea). Reaction SMILES: [CH2:1]([N:3]([CH2:26][CH3:27])[C:4]([NH:6][C@H:7]1[CH2:21][C@H:20]2[C@@H:10]([CH2:11][C:12]3[C:22]4[C:15](=[CH:16][CH:17]=[C:18]([S:23][CH3:24])[C:19]2=4)[NH:14][CH:13]=3)[N:9]([CH3:25])[CH2:8]1)=O)[CH3:2].P(Cl)(Cl)(Cl)=O.C(OC([S-])=[S:37])C.[K+]>C(Cl)Cl>[CH2:1]([N:3]([CH2:26][CH3:27])[C:4]([NH:6][C@H:7]1[CH2:21][C@H:20]2[C@@H:10]([CH2:11][C:12]3[C:22]4[C:15](=[CH:16][CH:17]=[C:18]([S:23][CH3:24])[C:19]2=4)[NH:14][CH:13]=3)[N:9]([CH3:25])[CH2:8]1)=[S:37])[CH3:2] |f:2.3|. Reported procedure: At -20° C., 5.79 g of 1,1-diethyl-3-(6-methyl-12-methylthio-8α-ergolinyl)urea (15 mmol) is dissolved in a mixture of 4.13 g of freshly distilled phosphorus oxychloride (45 mmol) and 50 ml of anhydrous methylene chloride and the temperature is allowed to rise within 4 hours to +10° C. The mixture is stirred overnight at room temperature and then another 2 hours at 40° C.,and the solvent is subsequently distilled off under vacuum. The residue is dissolved in 50 ml of anhydrous acetonitrile, cooled... The product is COC(=O)C1CC(C)(C)NC1(C)C. Starting materials: CO, COC(=O)C1=CC(C)(C)NC1(C)C. As a reaction SMILES: [CH3:14][OH:15].[CH3:1][O:2][C:3](=[O:4])[C:5]1=[CH:9][C:8]([CH3:10])([CH3:11])[NH:7][C:6]1([CH3:12])[CH3:13]>>[CH3:1][O:2][C:3](=[O:4])[CH:5]1[C:6]([CH3:12])([CH3:13])[NH:7][C:8]([CH3:10])([CH3:11])[CH2:9]1. The reactants are C(C)OC(C)O[C@@H]1C([C@@H]2CCC=3C4=CC[C@H]([C@H](C)O)[C@]4(CCC3[C@]2(CC1)C)C)(C)C ((3β,5α,20S)-3-[(1-ethoxyethyl)oxy]-4,4-dimethylpregna-8,14-dien-20-ol), CC(C)([O-])C.[K+] (potassium t-butoxide), C1COCCOCCOCCOCCOCCO1 (18-crown-6), BrCC=C(C)C (4-bromo-2-methyl-2-butene). The solvent is O (water), C1(=CC=CC=C1)C (toluene). Run at temperature 70 celsius. Yields the product C(C)OC(C)O[C@@H]1C([C@@H]2CCC=3C4=CC[C@H]([C@@H](OCC=C(C)C)C)[C@]4(CCC3[C@]2(CC1)C)C)(C)C ((3β,5α,20S)-3-[(1-ethoxyethyl)oxy]-4,4-dimethyl-22-oxacholesta-8,14,24-triene). As a reaction SMILES: [CH2:1]([O:3][CH:4]([O:6][C@H:7]1[CH2:26][CH2:25][C@@:24]2([CH3:27])[C@@H:9]([CH2:10][CH2:11][C:12]3[C:13]4[C@:20]([CH3:28])([CH2:21][CH2:22][C:23]=32)[C@@H:16]([C@@H:17]([OH:19])[CH3:18])[CH2:15][CH:14]=4)[C:8]1([CH3:30])[CH3:29])[CH3:5])[CH3:2].CC(C)([O-])C.[K+].C1OCCOCCOCCOCCOCCOC1.Br[CH2:56][CH:57]=[C:58]([CH3:60])[CH3:59]>O.C1(C)C=CC=CC=1>[CH2:1]([O:3][CH:4]([O:6][C@H:7]1[CH2:26][CH2:25][C@@:24]2([CH3:27])[C@@H:9]([CH2:10][CH2:11][C:12]3[C:13]4[C@:20]([CH3:28])([CH2:21][CH2:22][C:23]=32)[C@@H:16]([C@H:17]([CH3:18])[O:19][CH2:56][CH:57]=[C:58]([CH3:60])[CH3:59])[CH2:15][CH:14]=4)[C:8]1([CH3:30])[CH3:29])[CH3:5])[CH3:2] |f:1.2|. Reported procedure: xvii)—A mixture of (3β,5α,20S)-3-[(1-ethoxyethyl)oxy]-4,4-dimethylpregna-8,14-dien-20-ol (17; 1.65 g), dry toluene (115 ml), potassium t-butoxide (5.68 g), 18-crown-6 (0.99 g) and 4-bromo-2-methyl-2-butene (4.44 ml) was heated at 70° C. for 1 h. After cooling, the reaction mixture was poured into water and the product extracted into ethyl acetate. The combined organic phases were washed with water and with brine, dried over sodium sulfate, and concentrated under reduced pressure to give (3β,5α,2...